This data is from the Open Reaction Database (ORD), a public repository of structured organic reaction records. The task is: describe an organic reaction: reactants, conditions, products, and yield Isolated yield 72.4%. Product: C(C)NC(=O)C1CC(C1)(F)C1=CC(=C(C=C1)CCl)F (3-(4-chloromethyl-3-fluoro-phenyl)-3-fluoro-cyclobutanecarboxylic acid ethylamide). Solvent: ClCCCl (DCE). Procedure details: Ethylchloroformate (0.505 ml, 5.28 mmol) was added to a solution of Example 16, 3-fluoro-3-(3-fluoro-4-pyrrolidin-1-ylmethyl-phenyl)-cyclobutanecarboxylic acid ethylamide (1.7 g, 5.28 mmol) in DCE (50 ml) After 1 hr stirring at rt. the reaction was quenched with saturated aq. NaHCO3 (150 ml) and extracted with CH2Cl2 (3×100 ml) to recover a residual oil. This was purified by flash column chromatography using a 120 g ISCO™ cartridge and 35% and 40% EtOAc/hexanes to obtain an intermediate 3-(4-chl... RXN SMILES: C(OC([Cl:6])=O)C.[CH2:7]([NH:9][C:10]([CH:12]1[CH2:15][C:14]([F:29])([C:16]2[CH:21]=[CH:20][C:19]([CH2:22]N3CCCC3)=[C:18]([F:28])[CH:17]=2)[CH2:13]1)=[O:11])[CH3:8]>ClCCCl>[CH2:7]([NH:9][C:10]([CH:12]1[CH2:15][C:14]([C:16]2[CH:21]=[CH:20][C:19]([CH2:22][Cl:6])=[C:18]([F:28])[CH:17]=2)([F:29])[CH2:13]1)=[O:11])[CH3:8]. Reactants: C(C)OC(=O)Cl (Ethylchloroformate), solution, C(C)NC(=O)C1CC(C1)(C1=CC(=C(C=C1)CN1CCCC1)F)F (3-fluoro-3-(3-fluoro-4-pyrrolidin-1-ylmethyl-phenyl)-cyclobutanecarboxylic acid ethylamide). Reactants: O (water), N1C=CC=2C(=CC=CC12)C(=O)OC (Methyl indole-4-carboxylate), ClCC=1N=C(OC1C)C1=CC=CC=C1 (4-chloromethyl-5-methyl-2-phenyloxazole), [H-].[Na+] (sodium hydride). Solvent: CN(C=O)C (dimethylformamide). Conditions: time 30 minute. Product: CC1=C(N=C(O1)C1=CC=CC=C1)CN1C=CC=2C(=CC=CC12)C(=O)OC (methyl 1-[(5-methyl-2-phenyloxazol-4-yl)methyl]indole-4-carboxylate). Reaction SMILES: [NH:1]1[C:9]2[CH:8]=[CH:7][CH:6]=[C:5]([C:10]([O:12][CH3:13])=[O:11])[C:4]=2[CH:3]=[CH:2]1.[H-].[Na+].Cl[CH2:17][C:18]1[N:19]=[C:20]([C:24]2[CH:29]=[CH:28][CH:27]=[CH:26][CH:25]=2)[O:21][C:22]=1[CH3:23].O>CN(C)C=O>[CH3:23][C:22]1[O:21][C:20]([C:24]2[CH:25]=[CH:26][CH:27]=[CH:28][CH:29]=2)=[N:19][C:18]=1[CH2:17][N:1]1[C:9]2[CH:8]=[CH:7][CH:6]=[C:5]([C:10]([O:12][CH3:13])=[O:11])[C:4]=2[CH:3]=[CH:2]1 |f:1.2|. Procedure details: Methyl indole-4-carboxylate (700 mg) was dissolved in 7 ml of dimethylformamide, then 160 mg of sodium hydride (content 60%) was added to the resulting solution at room temperature and the mixture was stirred for 30 minutes. After adding 830 mg of 4-chloromethyl-5-methyl-2-phenyloxazole to the mixture and stirring them for 2 hours, the reaction solution was added to 70 ml of water and extracted with ethyl acetate (50 ml×2). The resulting organic phase was washed with, in order, water (50 ml×2) a... Reactants: C(C#CC)(=O)OCC (ethyl 2-butynoate), C([O-])([O-])=O.[K+].[K+] (potassium carbonate), [I-].N[N+]1=CC=CC=C1 (1-aminopyridinium iodide). Solvent: O (water), C(C)(=O)OCC (ethyl acetate), CCCCCC (hexane), CN(C=O)C (N,N-dimethylformamide). Conditions: time 3 day. The product is CC1=NN2C(C=CC=C2)=C1C(=O)OCC (ethyl 2-methylpyrazolo[1,5-a]pyridine-3-carboxylate). The yield is 36724.2%. Reaction SMILES: [I-].[NH2:2][N+:3]1[CH:8]=[CH:7][CH:6]=[CH:5][CH:4]=1.[C:9]([O:14][CH2:15][CH3:16])(=[O:13])[C:10]#[C:11][CH3:12].C(=O)([O-])[O-].[K+].[K+]>CN(C)C=O.O.C(OCC)(=O)C.CCCCCC>[CH3:12][C:11]1[C:10]([C:9]([O:14][CH2:15][CH3:16])=[O:13])=[C:4]2[CH:5]=[CH:6][CH:7]=[CH:8][N:3]2[N:2]=1 |f:0.1,3.4.5|. Reported procedure: To a suspension of 1-aminopyridinium iodide (125 g, 0.56 mmol) in N,N-dimethylformamide (1.2 L) were added ethyl 2-butynoate (54.0 g, 0.48 mmol) and potassium carbonate (79 g, 0.36 mmol) and the mixture was stirred at room temperature for 3 days. The reaction mixture was diluted with water (500 mL), ethyl acetate (500 mL) and hexane (500 mL), and the precipitated solid was collected by filtration, and washed with water (500 mL). The filtrate was extracted with a mixed solvent (1.5 L×2) of ethyl ... Reactants: BrC=1C=CC=2N(C1)C=C(N2)C2=CC=CC=C2 (6-bromo-2-phenylimidazo[1,2-a]pyridine), OCC1=CC=C(C=C1)B(O)O (4-(hydroxymethyl)phenylboronic acid). Reagents/catalysts: C=1C=CC(=CC1)[P](C=2C=CC=CC2)(C=3C=CC=CC3)[Pd]([P](C=4C=CC=CC4)(C=5C=CC=CC5)C=6C=CC=CC6)([P](C=7C=CC=CC7)(C=8C=CC=CC8)C=9C=CC=CC9)[P](C=1C=CC=CC1)(C=1C=CC=CC1)C=1C=CC=CC1 (tetrakis(triphenylphosphine)palladium). The solvent is C(C)#N (acetonitrile). The product is C1(=CC=CC=C1)C=1N=C2N(C=C(C=C2)C2=CC=C(C=C2)CO)C1 ([4-(2-Phenylimidazo[1,2-a]pyridin-6-yl)phenyl]methanol). Yield: 31.5%. Reaction SMILES: Br[C:2]1[CH:3]=[CH:4][C:5]2[N:6]([CH:8]=[C:9]([C:11]3[CH:16]=[CH:15][CH:14]=[CH:13][CH:12]=3)[N:10]=2)[CH:7]=1.[OH:17][CH2:18][C:19]1[CH:24]=[CH:23][C:22](B(O)O)=[CH:21][CH:20]=1>C1C=CC([P]([Pd]([P](C2C=CC=CC=2)(C2C=CC=CC=2)C2C=CC=CC=2)([P](C2C=CC=CC=2)(C2C=CC=CC=2)C2C=CC=CC=2)[P](C2C=CC=CC=2)(C2C=CC=CC=2)C2C=CC=CC=2)(C2C=CC=CC=2)C2C=CC=CC=2)=CC=1.C(#N)C>[C:11]1([C:9]2[N:10]=[C:5]3[CH:4]=[CH:3][C:2]([C:22]4[CH:23]=[CH:24][C:19]([CH2:18][OH:17])=[CH:20][CH:21]=4)=[CH:7][N:6]3[CH:8]=2)[CH:16]=[CH:15][CH:14]=[CH:13][CH:12]=1 |^1:31,33,52,71|. Reported procedure: 150 mg of 6-bromo-2-phenylimidazo[1,2-a]pyridine, 125 mg of 4-(hydroxymethyl)phenylboronic acid, 19 mg of tetrakis(triphenylphosphine)palladium and 2 ml of acetonitrile are placed in a microwave tube. Under a stream of nitrogen, 2 ml of nitrogen-degassed toluene and then 2 ml of a 2M solution of sodium carbonate are added thereto. The tube is placed in a microwave device and irradiated at 150° C. for 15 min. The organic phase is recovered, dried and then concentrated under reduced pressure. The ... The product is C(C)(C)(C)OC(=O)N1CCN(CCC1)C1=NC2=C(N1CC(F)(F)F)C=CC=C2 (4-[1-(2,2,2-trifluoro-ethyl)-1H-benzoimidazol-2-yl]-[1,4]diazepane-1-carboxylic acid tert-butyl ester). Procedure details: Add to a suspension of sodium hydrdide (0.029 g, 1.21 mmol) in anhydrous dimethylformamide (5 mL) a suspension of 1-(t-butoxycarbonyl)-4-(1H-benzimidazol-2-yl)[1,4]diazepan (0.38 g, 1.2 mmol, Preparation 9) in anhydrous dimethylformamide (7 mL). Stir for 3 hours at room temperature and add a large excess of 1,1,1-trifluoro-methanesulfonic acid 2,2,2-trifluoro-ethyl ester. Stir overnight at room temperature, quench the reaction with water, wash the organic phase with water, dry (MgSO4), filter an... Conditions: time 3 hour. As a reaction SMILES: [Na].[C:2]([O:6][C:7]([N:9]1[CH2:15][CH2:14][CH2:13][N:12]([C:16]2[NH:20][C:19]3[CH:21]=[CH:22][CH:23]=[CH:24][C:18]=3[N:17]=2)[CH2:11][CH2:10]1)=[O:8])([CH3:5])([CH3:4])[CH3:3].[F:25][C:26]([F:37])([F:36])[CH2:27]OS(C(F)(F)F)(=O)=O>CN(C)C=O>[C:2]([O:6][C:7]([N:9]1[CH2:15][CH2:14][CH2:13][N:12]([C:16]2[N:17]([CH2:27][C:26]([F:37])([F:36])[F:25])[C:18]3[CH:24]=[CH:23][CH:22]=[CH:21][C:19]=3[N:20]=2)[CH2:11][CH2:10]1)=[O:8])([CH3:5])([CH3:3])[CH3:4] |^1:0|. Run in CN(C=O)C (dimethylformamide), CN(C=O)C (dimethylformamide). Starting materials: C(C)(C)(C)OC(=O)N1CCN(CCC1)C1=NC2=C(N1)C=CC=C2 (1-(t-butoxycarbonyl)-4-(1H-benzimidazol-2-yl)[1,4]diazepan), [Na] (sodium), FC(COS(=O)(=O)C(F)(F)F)(F)F (1,1,1-trifluoro-methanesulfonic acid 2,2,2-trifluoro-ethyl ester). Reactants: CCI, CN(C)C=O, Cl, O=C1CCC2C1C2(F)C(=O)O, [Na+], O=C([O-])O. The product is CCOC(=O)C1(F)C2CCC(=O)C21. As a reaction SMILES: [CH2:17]([CH3:18])[I:19].[CH3:21][N:22]([CH3:23])[CH:24]=[O:25].[ClH:20].[F:1][C:2]1([C:9](=[O:10])[OH:11])[CH:3]2[CH2:4][CH2:5][C:6](=[O:8])[CH:7]12.[Na+:12].[OH:13][C:14](=[O:15])[O-:16]>>[F:1][C:2]1([C:9](=[O:10])[O:11][CH2:17][CH3:18])[CH:3]2[CH2:4][CH2:5][C:6](=[O:8])[CH:7]12. The yield is 63.5%. The product is ClC=1C=CC=2N(C1)C=C(N2)CN2CCN(CC2)C2=C(C#N)C=CC(=C2)F (2-[4-[(6-Chloroimidazo[1,2-a]pyridin-2-yl)methyl]-1-piperazinyl]-4-fluorobenzonitrile). Starting materials: ClC=1C=CC=2N(C1)C=C(N2)CCl (6-chloro-2-(chloromethyl)imidazo[1,2-a]pyridine), C(#N)C1=C(C=C(C=C1)F)N1CCNCC1 (1-(2-cyano-5-fluorophenyl)piperazine). Reported procedure: Following the general procedure of Example 39, Step 2, and making non-critical variations, 6-chloro-2-(chloromethyl)imidazo[1,2-α]pyridine (Example 4, Step 1; 0.298 g), 1-(2-cyano-5-fluorophenyl)piperazine (0.309 g), and THF (2 mL) are converted to product, which is then chromatographed on silica gel using methanol/dichlormethane (2/98 to 4/96). Crystallization from dichloromethane/hexane, gives 0.348 g of material, which is recrystallized from ethyl acetate/dichloromethane to give 0.201 g of th... Run in C1CCOC1 (THF). RXN SMILES: [Cl:1][C:2]1[CH:3]=[CH:4][C:5]2[N:6]([CH:8]=[C:9]([CH2:11]Cl)[N:10]=2)[CH:7]=1.[C:13]([C:15]1[CH:20]=[CH:19][C:18]([F:21])=[CH:17][C:16]=1[N:22]1[CH2:27][CH2:26][NH:25][CH2:24][CH2:23]1)#[N:14]>C1COCC1>[Cl:1][C:2]1[CH:3]=[CH:4][C:5]2[N:6]([CH:8]=[C:9]([CH2:11][N:25]3[CH2:24][CH2:23][N:22]([C:16]4[CH:17]=[C:18]([F:21])[CH:19]=[CH:20][C:15]=4[C:13]#[N:14])[CH2:27][CH2:26]3)[N:10]=2)[CH:7]=1.